From a dataset of the Open Reaction Database (ORD), a public repository of structured organic reaction records. describe an organic reaction: reactants, conditions, products, and yield The reactants are C(C)(=O)SCCC(=O)N1C(SC(=N1)C1=CC=CC=C1)C(=O)OCC (Ethyl 3-(3-acetylthio-1-oxopropyl)-2,3-dihydro-5-phenyl-1,3,4-thiadiazole-2-carboxylate), [OH-].[K+] (potassium hydroxide). Run in CO (methanol), O (water). The product is SCCC(=O)N1C(SC(=N1)C1=CC=CC=C1)C(=O)O (2,3-Dihydro-3-(3-mercapto-1-oxopropyl)-5-phenyl-1,3,4-thiadiazole-2-carboxylic acid). Yield: 33.3%. As a reaction SMILES: C([S:4][CH2:5][CH2:6][C:7]([N:9]1[N:13]=[C:12]([C:14]2[CH:19]=[CH:18][CH:17]=[CH:16][CH:15]=2)[S:11][CH:10]1[C:20]([O:22]CC)=[O:21])=[O:8])(=O)C.[OH-].[K+]>CO.O>[SH:4][CH2:5][CH2:6][C:7]([N:9]1[N:13]=[C:12]([C:14]2[CH:15]=[CH:16][CH:17]=[CH:18][CH:19]=2)[S:11][CH:10]1[C:20]([OH:22])=[O:21])=[O:8] |f:1.2|. Procedure details: A solution of the product of step (b) (2.6g) in methanol (20ml) was cooled to 0° under nitrogen and treated dropwise with a solution of potassium hydroxide (1.42g) in water (8ml). The mixture was allowed to warm to room temperature over 2 hours and then partitioned between ethyl acetate and water. The aqueous phase was acidified with 2N HCl and the organic phase separated, washed with water and dried. Evaporation yielded an oil which slowly crystallised to give the title product (0.7g) as white ... Reactants: CCCN(CCC)c1nc2c(c(-c3c(C)cc(C)cc3C)cn2C)c(=O)[nH]1, ClCc1ccccc1, CN(C)C=O, [H-], [Na+], O. RXN SMILES: [CH2:1]([CH2:2][CH3:3])[N:4]([c:5]1[nH:6][c:7](=[O:24])[c:8]2[c:9]([n:10]1)[n:11]([CH3:23])[cH:12][c:13]2-[c:14]1[c:15]([CH3:22])[cH:16][c:17]([CH3:21])[cH:18][c:19]1[CH3:20])[CH2:25][CH2:26][CH3:27].[CH2:35]([c:36]1[cH:37][cH:38][cH:39][cH:40][cH:41]1)[Cl:42].[CH3:28][N:29]([CH3:30])[CH:31]=[O:32].[H-:33].[Na+:34].[OH2:43]>>[CH2:1]([CH2:2][CH3:3])[N:4]([c:5]1[n:6]([CH2:35][c:36]2[cH:37][cH:38][cH:39][cH:40][cH:41]2)[c:7](=[O:24])[c:8]2[c:9]([n:10]1)[n:11]([CH3:23])[cH:12][c:13]2-[c:14]1[c:15]([CH3:22])[cH:16][c:17]([CH3:21])[cH:18][c:19]1[CH3:20])[CH2:25][CH2:26][CH3:27]. The product is CCCN(CCC)c1nc2c(c(-c3c(C)cc(C)cc3C)cn2C)c(=O)n1Cc1ccccc1. The reactants are CI, [K+], [K+], O=[N+]([O-])c1ccc(F)cc1O, O=C([O-])[O-], CN(C)C=O. Yields the product COc1cc(F)ccc1[N+](=O)[O-]. As a reaction SMILES: [I:12][CH3:13].[K+:14].[K+:15].[N+:1](=[O:2])([O-:3])[c:4]1[c:5]([OH:11])[cH:6][c:7]([F:10])[cH:8][cH:9]1.[O-:16][C:17]([O-:18])=[O:19].[O:20]=[CH:21][N:22]([CH3:23])[CH3:24]>>[N+:1](=[O:2])([O-:3])[c:4]1[c:5]([O:11][CH3:17])[cH:6][c:7]([F:10])[cH:8][cH:9]1. Starting materials: NOCc1ccccc1, Cc1ccc(S(=O)(=O)N2CCCC2C(=O)NC(Cc2ccccc2)C(=O)O)cc1. Product: Cc1ccc(S(=O)(=O)N2CCCC2C(=O)NC(Cc2ccccc2)C(=O)NOCc2ccccc2)cc1. Reaction SMILES: [CH2:30]([c:31]1[cH:32][cH:33][cH:34][cH:35][cH:36]1)[O:37][NH2:38].[c:1]1([CH3:29])[cH:2][cH:3][c:4]([S:7](=[O:8])(=[O:9])[N:10]2[CH:11]([C:12](=[O:13])[NH:14][CH:15]([CH2:16][c:17]3[cH:18][cH:19][cH:20][cH:21][cH:22]3)[C:23](=[O:24])[OH:25])[CH2:26][CH2:27][CH2:28]2)[cH:5][cH:6]1>>[c:1]1([CH3:29])[cH:2][cH:3][c:4]([S:7](=[O:8])(=[O:9])[N:10]2[CH:11]([C:12](=[O:13])[NH:14][CH:15]([CH2:16][c:17]3[cH:18][cH:19][cH:20][cH:21][cH:22]3)[C:23](=[O:25])[NH:38][O:37][CH2:30][c:31]3[cH:32][cH:33][cH:34][cH:35][cH:36]3)[CH2:26][CH2:27][CH2:28]2)[cH:5][cH:6]1. The reactants are COc1cc(C(=O)N2CCC(CCOS(C)(=O)=O)(c3ccccc3)C2)cc(OC)c1OC, CC#N, CCN(C(C)C)C(C)C, I, CC(=O)CCCn1c(N2CCCNCC2)nc2ccccc21. Product: COc1cc(C(=O)N2CCC(CCN3CCCN(c4nc5ccccc5n4CCCC(C)=O)CC3)(c3ccccc3)C2)cc(OC)c1OC. As a reaction SMILES: [CH3:1][O:2][c:3]1[cH:4][c:5]([C:6](=[O:7])[N:8]2[CH2:9][C:10]([CH2:13][CH2:14][O:15][S:16]([CH3:17])(=[O:18])=[O:19])([c:20]3[cH:21][cH:22][cH:23][cH:24][cH:25]3)[CH2:11][CH2:12]2)[cH:26][c:27]([O:31][CH3:32])[c:28]1[O:29][CH3:30].[CH3:65][C:66]#[N:67].[CH:56]([N:57]([CH2:58][CH3:59])[CH:60]([CH3:61])[CH3:62])([CH3:63])[CH3:64].[IH:33].[O:34]=[C:35]([CH2:36][CH2:37][CH2:38][n:39]1[c:40]([N:48]2[CH2:49][CH2:50][NH:51][CH2:52][CH2:53][CH2:54]2)[n:41][c:42]2[c:43]1[cH:44][cH:45][cH:46][cH:47]2)[CH3:55]>>[CH3:1][O:2][c:3]1[cH:4][c:5]([C:6](=[O:7])[N:8]2[CH2:9][C:10]([CH2:13][CH2:14][N:51]3[CH2:50][CH2:49][N:48]([c:40]4[n:39]([CH2:38][CH2:37][CH2:36][C:35](=[O:34])[CH3:55])[c:43]5[c:42]([n:41]4)[cH:47][cH:46][cH:45][cH:44]5)[CH2:54][CH2:53][CH2:52]3)([c:20]3[cH:21][cH:22][cH:23][cH:24][cH:25]3)[CH2:11][CH2:12]2)[cH:26][c:27]([O:31][CH3:32])[c:28]1[O:29][CH3:30]. The reactants are C(C)(C)(C)OC(=O)N1C[C@@H](CC1)N ((R)-3-amino-pyrrolidine-1-carboxylic acid tert-butyl ester), TEA, Cl.N1=CC=C(C=C1)C(=O)Cl (pyridine-4 carbonyl chloride hydrochloride). Solvent: CCOC(=O)C (EtOAc), C1CCOC1 (THF). Conditions: temperature 0 celsius, time 5 minute. Product: C(C)(C)(C)OC(=O)N1C[C@@H](CC1)NC(=O)C1=CC=NC=C1 ((R)-3-[(Pyridine-4-carbonyl)-amino]-pyrrolidine-1-carboxylic acid tert-butyl ester). Reaction SMILES: [C:1]([O:5][C:6]([N:8]1[CH2:12][CH2:11][C@@H:10]([NH2:13])[CH2:9]1)=[O:7])([CH3:4])([CH3:3])[CH3:2].Cl.[N:15]1[CH:20]=[CH:19][C:18]([C:21](Cl)=[O:22])=[CH:17][CH:16]=1>C1COCC1.CCOC(C)=O>[C:1]([O:5][C:6]([N:8]1[CH2:12][CH2:11][C@@H:10]([NH:13][C:21]([C:18]2[CH:19]=[CH:20][N:15]=[CH:16][CH:17]=2)=[O:22])[CH2:9]1)=[O:7])([CH3:4])([CH3:2])[CH3:3] |f:1.2|. Procedure details: A cooled (0° C.) stirred solution of (R)-3-amino-pyrrolidine-1-carboxylic acid tert-butyl ester (1.0 g, 5.36 mmol) and TEA (1.5 ml, 11.0 mmol) in THF (10 ml) is treated dropwise over 1 minute with pyridine-4 carbonyl chloride hydrochloride (0.935 g, 5.25 mmol). After 5 minutes, the reaction mixture is allowed to warm to room temperature and stirred overnight. The resulting mixture is diluted with EtOAc and washed twice with saturated sodium bicarbonate solution followed by brine. The organic por...